From a dataset of the Open Reaction Database (ORD), a public repository of structured organic reaction records. describe an organic reaction: reactants, conditions, products, and yield Starting materials: C1(=CC=CC=C1)C=1C=C(SC1)CO (4-Phenyl thiophene-2-methanol), C1(=CC=CC=C1)C (toluene), S(=O)(Cl)Cl (thionyl chloride). The solvent is N1=CC=CC=C1 (pyridine). Conditions: time 3 hour. The product is ClCC=1SC=C(C1)C1=CC=CC=C1 (2-(chloromethyl)-4-phenylthiophene). As a reaction SMILES: [C:1]1([C:7]2[CH:8]=[C:9]([CH2:12]O)[S:10][CH:11]=2)[CH:6]=[CH:5][CH:4]=[CH:3][CH:2]=1.C1(C)C=CC=CC=1.S(Cl)([Cl:23])=O>N1C=CC=CC=1>[Cl:23][CH2:12][C:9]1[S:10][CH:11]=[C:7]([C:1]2[CH:6]=[CH:5][CH:4]=[CH:3][CH:2]=2)[CH:8]=1. Procedure details: 4-Phenyl thiophene-2-methanol (0.21 g), toluene (2.0 mL), and a catalytic amount of pyridine were added, and thionyl chloride (0.16 mL) was added dropwise thereto under ice-cooling. After stirring at room temperature for 3 hours, the reaction mixture was concentrated under reduced pressure, azeotroped with toluene, and dried at 60° C. under reduced pressure to obtain 2-(chloromethyl)-4-phenylthiophene (0.22 g).